The task is: describe an organic reaction: reactants, conditions, products, and yield. This data is from the Open Reaction Database (ORD), a public repository of structured organic reaction records. Product: O=C(O)N1Cc2ccccc2Oc2ccc(C(F)(F)F)cc21. Starting materials: O=C(Cl)N1Cc2ccccc2Oc2ccc(C(F)(F)F)cc21, O=C(O)CCNC(=O)Cc1cccs1. As a reaction SMILES: [F:1][C:2]([c:3]1[cH:4][c:5]2[c:6]([cH:19][cH:20]1)[O:7][c:8]1[c:9]([cH:15][cH:16][cH:17][cH:18]1)[CH2:10][N:11]2[C:12](=[O:13])[Cl:14])([F:21])[F:22].[s:23]1[cH:24][cH:25][cH:26][c:27]1[CH2:28][C:29](=[O:30])[NH:31][CH2:32][CH2:33][C:34]([OH:35])=[O:36]>>[F:1][C:2]([c:3]1[cH:4][c:5]2[c:6]([cH:19][cH:20]1)[O:7][c:8]1[c:9]([cH:15][cH:16][cH:17][cH:18]1)[CH2:10][N:11]2[C:12](=[O:13])[OH:30])([F:21])[F:22]. Starting materials: CC(C)O, Cc1cnc(Cl)nc1Nc1ccccc1C(=O)NC(C)C, Cl, CN1CCN(c2cccc(N)c2)C(=O)C1. Product: Cc1cnc(Nc2cccc(N3CCN(C)CC3=O)c2)nc1Nc1ccccc1C(=O)NC(C)C. Reaction SMILES: [CH:38]([OH:39])([CH3:40])[CH3:41].[Cl:1][c:2]1[n:3][cH:4][c:5]([CH3:21])[c:6]([NH:8][c:9]2[c:10]([C:11](=[O:12])[NH:13][CH:14]([CH3:15])[CH3:16])[cH:17][cH:18][cH:19][cH:20]2)[n:7]1.[ClH:37].[NH2:22][c:23]1[cH:24][c:25]([N:29]2[C:30](=[O:36])[CH2:31][N:32]([CH3:35])[CH2:33][CH2:34]2)[cH:26][cH:27][cH:28]1>>[c:2]1([NH:22][c:23]2[cH:24][c:25]([N:29]3[C:30](=[O:36])[CH2:31][N:32]([CH3:35])[CH2:33][CH2:34]3)[cH:26][cH:27][cH:28]2)[n:3][cH:4][c:5]([CH3:21])[c:6]([NH:8][c:9]2[c:10]([C:11](=[O:12])[NH:13][CH:14]([CH3:15])[CH3:16])[cH:17][cH:18][cH:19][cH:20]2)[n:7]1. Reactants: C(C1=CC=CC=C1)(C1=CC=CC=C1)N1CC(C1)OS(=O)(=O)C (methanesulfonic acid 1-benzhydryl-azetidin-3-yl ester), OC=1C=C(C=CC1)C(F)(F)F (3-hydroxy benzotrifluoride), [OH-].[Na+] (sodium hydroxide). Reagents/catalysts: [Br-].C(CCC)[N+](CCCC)(CCCC)CCCC (tetrabutyl ammonium bromide). Solvent: C1(=CC=CC=C1)C (toluene), O (water), O (water). Yields the product C(C1=CC=CC=C1)(C1=CC=CC=C1)N1CC(C1)OC1=CC(=CC=C1)C(F)(F)F (1-Benzhydryl-3-(3-trifluoromethyl-phenoxy)-azetidine). RXN SMILES: [CH:1]([N:14]1[CH2:17][CH:16]([O:18]S(C)(=O)=O)[CH2:15]1)([C:8]1[CH:13]=[CH:12][CH:11]=[CH:10][CH:9]=1)[C:2]1[CH:7]=[CH:6][CH:5]=[CH:4][CH:3]=1.O[C:24]1[CH:25]=[C:26]([C:30]([F:33])([F:32])[F:31])[CH:27]=[CH:28][CH:29]=1.[OH-].[Na+]>[Br-].C([N+](CCCC)(CCCC)CCCC)CCC.C1(C)C=CC=CC=1.O>[CH:1]([N:14]1[CH2:17][CH:16]([O:18][C:24]2[CH:29]=[CH:28][CH:27]=[C:26]([C:30]([F:33])([F:32])[F:31])[CH:25]=2)[CH2:15]1)([C:8]1[CH:13]=[CH:12][CH:11]=[CH:10][CH:9]=1)[C:2]1[CH:7]=[CH:6][CH:5]=[CH:4][CH:3]=1 |f:2.3,4.5|. Reported procedure: A suspension of 1 mmol methanesulfonic acid 1-benzhydryl-azetidin-3-yl ester [33301-41-6], 1 mmol 3-hydroxy benzotrifluoride, 0.05 mmol tetrabutyl ammonium bromide and 4 mmol sodium hydroxide in a mixture of 5 ml toluene and 0.2 ml water was refluxed overnight. The reaction mixture was cooled, diluted with 20 ml of water and extracted 3 times with dichloromethane. The organic phase was dried, concentrated and the crude product purified by chromatography (methanol/dichloromethane). MS (m/e): 442.... Starting materials: CO, COc1cc(Cl)c(C)c2c1NC(=O)OC2C, [K+], [OH-]. The product is COc1cc(Cl)c(C)c(C(C)O)c1N. As a reaction SMILES: [CH3:19][OH:20].[Cl:3][c:4]1[c:5]([CH3:18])[c:6]2[c:7]([c:14]([O:16][CH3:17])[cH:15]1)[NH:8][C:9](=[O:13])[O:10][CH:11]2[CH3:12].[K+:2].[OH-:1]>>[Cl:3][c:4]1[c:5]([CH3:18])[c:6]([CH:11]([OH:10])[CH3:12])[c:7]([NH2:8])[c:14]([O:16][CH3:17])[cH:15]1. The reactants are CC(C)C(NC(=O)Cn1c(-c2ccccc2)ncc(NC(=O)OCc2ccccc2)c1=O)C(=O)C(F)(F)F, CCO, C1CCOC1. The product is CC(C)C(NC(=O)Cn1c(-c2ccccc2)ncc(N)c1=O)C(=O)C(F)(F)F. RXN SMILES: [CH2:1]([O:2][C:3](=[O:4])[NH:11][c:12]1[cH:13][n:14][c:15](-[c:33]2[cH:34][cH:35][cH:36][cH:37][cH:38]2)[n:16]([CH2:19][C:20](=[O:21])[NH:22][CH:23]([C:24]([C:25]([F:26])([F:27])[F:28])=[O:29])[CH:30]([CH3:31])[CH3:32])[c:17]1=[O:18])[c:5]1[cH:6][cH:7][cH:8][cH:9][cH:10]1.[CH3:44][CH2:45][OH:46].[O:39]1[CH2:40][CH2:41][CH2:42][CH2:43]1>>[NH2:11][c:12]1[cH:13][n:14][c:15](-[c:33]2[cH:34][cH:35][cH:36][cH:37][cH:38]2)[n:16]([CH2:19][C:20](=[O:21])[NH:22][CH:23]([C:24]([C:25]([F:26])([F:27])[F:28])=[O:29])[CH:30]([CH3:31])[CH3:32])[c:17]1=[O:18].